This data is from the Open Reaction Database (ORD), a public repository of structured organic reaction records. The task is: describe an organic reaction: reactants, conditions, products, and yield Procedure details: In a similar manner to that described in Example 1-(iv), the reaction of (1H-imidazol-4-yl)-(6-methoxynaphthalen-2-yl)ketone (0.60 g) with absolution of isobutylmagnesium bromide in THF (1.0 M, 2.4 ml) was carried out to give the titled compound (0.14 g) as a colorless solid. The reactants are N1C=NC(=C1)C(=O)C1=CC2=CC=C(C=C2C=C1)OC ((1H-imidazol-4-yl)-(6-methoxynaphthalen-2-yl)ketone), C(C(C)C)[Mg]Br (isobutylmagnesium bromide). The product is N1C=NC(=C1)C(CC(C)C)(O)C1=CC2=CC=C(C=C2C=C1)OC (1-(1H-Imidazol-4-yl)-1-(6-methoxynaphthalen-2-yl)-3-methyl-1-butanol). As a reaction SMILES: [NH:1]1[CH:5]=[C:4]([C:6]([C:8]2[CH:17]=[CH:16][C:15]3[C:10](=[CH:11][CH:12]=[C:13]([O:18][CH3:19])[CH:14]=3)[CH:9]=2)=[O:7])[N:3]=[CH:2]1.[CH2:20]([Mg]Br)[CH:21]([CH3:23])[CH3:22]>C1COCC1>[NH:1]1[CH:5]=[C:4]([C:6]([C:8]2[CH:17]=[CH:16][C:15]3[C:10](=[CH:11][CH:12]=[C:13]([O:18][CH3:19])[CH:14]=3)[CH:9]=2)([OH:7])[CH2:20][CH:21]([CH3:23])[CH3:22])[N:3]=[CH:2]1. Solvent: C1CCOC1 (THF).